From a dataset of the Open Reaction Database (ORD), a public repository of structured organic reaction records. describe an organic reaction: reactants, conditions, products, and yield Starting materials: C(C)(=O)OC(C1=C(C=CC(=C1)Cl)NC(C)=O)C1=C(C=CC=C1)Cl (2-acetylamino-5-chloro-α-(2-chlorophenyl)benzyl acetate), P(=O)(O)(O)[O-].[K+] (potassium dihydrogen phosphate), P(=O)(O)([O-])[O-].[K+].[K+] (potassium monohydrogen phosphate), Cl (hydrochloric acid). The solvent is C1(=CC=CC=C1)C (toluene). Conditions: time 6 day. The product is C(C)(=O)NC1=C([C@@H](C2=C(C=CC=C2)Cl)O)C=C(C=C1)Cl ((S)-2-acetylamino-5-chloro-α-(2-chlorophenyl)benzyl alcohol). Isolated yield 22.7%. Reaction SMILES: C([O:4][CH:5]([C:17]1[CH:22]=[CH:21][CH:20]=[CH:19][C:18]=1[Cl:23])[C:6]1[CH:11]=[C:10]([Cl:12])[CH:9]=[CH:8][C:7]=1[NH:13][C:14](=[O:16])[CH3:15])(=O)C.P([O-])(O)(O)=O.[K+].P([O-])([O-])(O)=O.[K+].[K+].Cl>C1(C)C=CC=CC=1>[C:14]([NH:13][C:7]1[CH:8]=[CH:9][C:10]([Cl:12])=[CH:11][C:6]=1[C@H:5]([OH:4])[C:17]1[CH:22]=[CH:21][CH:20]=[CH:19][C:18]=1[Cl:23])(=[O:16])[CH3:15] |f:1.2,3.4.5|. Reported procedure: To a mixture of 2-acetylamino-5-chloro-α-(2-chlorophenyl)benzyl acetate (2.0 g), toluene (30 ml), 0.1M potassium dihydrogen phosphate (aq. sol., 20 ml) and 0.1M potassium monohydrogen phosphate (aq. sol., 20 ml) was added Lipase AP6 (Amano Pharmaceutical) (0.8 g) and the whole mixture was stirred vigorously at room temperature for 6 days. To this reaction mixture was added 1N-hydrochloric acid (50 ml) to stop the reaction, followed by extraction with ethyl-acetate (50 ml). The ethyl acetate laye... The reactants are O=C(O)C1c2ccccc2Oc2ccccc21, Cc1ccccc1N. Reagents/catalysts: CC(C)N=C=NC(C)C (DIC), CN1C(=C(C(=O)N(C1=O)C)N=O)O (Oxyma-B). The solvent is CN(C)C=O (DMF), CN(C)C=O (DMF), CN(C)C=O (DMF), CN(C)C=O (DMF), CN(C)C=O (DMF), CN(C)C=O (DMF). Conditions: temperature 25 celsius, time 2 hour. Product: Cc1ccccc1NC(=O)C1c2ccccc2Oc2ccccc21. Isolated yield 1.6%. As a reaction SMILES: Cc1ccccc1N.O=C(O)C1c2ccccc2Oc2ccccc21.CC(C)N=C=NC(C)C.CN1C(=C(C(=O)N(C1=O)C)N=O)O.CN(C)C=O>>Cc1ccccc1NC(=O)C1c2ccccc2Oc2ccccc21. The reactants are BrCCBr, O=C([O-])[O-], COc1cc2c(Nc3ccc(Cl)cc3F)ncnc2cc1O, [K+], [K+], CN(C)C=O. The product is COc1cc2c(Nc3ccc(Cl)cc3F)ncnc2cc1OCCBr. Reaction SMILES: [Br:1][CH2:2][CH2:3][Br:4].[C:27](=[O:28])([O-:29])[O-:30].[Cl:5][c:6]1[cH:7][c:8]([F:26])[c:9]([NH:10][c:11]2[n:12][cH:13][n:14][c:15]3[cH:16][c:17]([OH:23])[c:18]([O:21][CH3:22])[cH:19][c:20]23)[cH:24][cH:25]1.[K+:31].[K+:32].[O:33]=[CH:34][N:35]([CH3:36])[CH3:37]>>[Br:1][CH2:2][CH2:3][O:23][c:17]1[cH:16][c:15]2[n:14][cH:13][n:12][c:11]([NH:10][c:9]3[c:8]([F:26])[cH:7][c:6]([Cl:5])[cH:25][cH:24]3)[c:20]2[cH:19][c:18]1[O:21][CH3:22]. Starting materials: CCO, CCOC(=O)C1CCN(Cc2ccc(-c3nc4c(C)nn(C5CCCCC5)c4c(=O)[nH]3)c(OC)c2)CC1, [Na+], [OH-]. Product: COc1cc(CN2CCC(C(=O)O)CC2)ccc1-c1nc2c(C)nn(C3CCCCC3)c2c(=O)[nH]1. Reaction SMILES: [CH3:40][CH2:41][OH:42].[CH:1]1([n:7]2[n:8][c:9]([CH3:37])[c:10]3[n:11][c:12](-[c:17]4[c:18]([O:35][CH3:36])[cH:19][c:20]([CH2:21][N:22]5[CH2:23][CH2:24][CH:25]([C:28](=[O:29])[O:30][CH2:31][CH3:32])[CH2:26][CH2:27]5)[cH:33][cH:34]4)[nH:13][c:14](=[O:16])[c:15]23)[CH2:2][CH2:3][CH2:4][CH2:5][CH2:6]1.[Na+:39].[OH-:38]>>[CH:1]1([n:7]2[n:8][c:9]([CH3:37])[c:10]3[n:11][c:12](-[c:17]4[c:18]([O:35][CH3:36])[cH:19][c:20]([CH2:21][N:22]5[CH2:23][CH2:24][CH:25]([C:28](=[O:29])[OH:30])[CH2:26][CH2:27]5)[cH:33][cH:34]4)[nH:13][c:14](=[O:16])[c:15]23)[CH2:2][CH2:3][CH2:4][CH2:5][CH2:6]1. Starting materials: BrC1=CC(=C(CO[Si](C)(C)C)C=C1)C ((4-bromo-2-methyl-benzyloxy)-trimethylsilane), BrC1=CC(=C(CO[Si](C)(C)C)C=C1)C ((4-bromo-2-methyl-benzyloxy)-trimethylsilane), EtOAc-hexanes, C[Si](C)(C)C#C (Trimethylsilyl acetylene). Reagents/catalysts: [Cu]I (copper(I)iodide), Cl[Pd]([P](C1=CC=CC=C1)(C2=CC=CC=C2)C3=CC=CC=C3)([P](C4=CC=CC=C4)(C5=CC=CC=C5)C6=CC=CC=C6)Cl (dichlorobis(triphenylphosphine)palladium(II)). The solvent is C(C)N(CC)CC (triethylamine). Conditions: temperature 70 celsius. Yields the product CC1=C(C=CC(=C1)C#C[Si](C)(C)C)C#C[Si](C)(C)C (2-Methyl-4-trimethylsilanylethynyl-1-trimethylsilanylethynyl-benzene). Yield: 66.4%. As a reaction SMILES: Br[C:2]1[CH:13]=[CH:12][C:5]([CH2:6]O[Si](C)(C)C)=[C:4]([CH3:14])[CH:3]=1.[CH3:15][Si:16]([C:19]#[CH:20])([CH3:18])[CH3:17]>C(N(CC)CC)C.[Cu]I.Cl[Pd](Cl)([P](C1C=CC=CC=1)(C1C=CC=CC=1)C1C=CC=CC=1)[P](C1C=CC=CC=1)(C1C=CC=CC=1)C1C=CC=CC=1>[CH3:14][C:4]1[CH:3]=[C:2]([C:20]#[C:19][Si:16]([CH3:18])([CH3:17])[CH3:15])[CH:13]=[CH:12][C:5]=1[C:6]#[C:15][Si:16]([CH3:19])([CH3:18])[CH3:17] |^1:32,51|. Procedure details: Using General Procedure D; (4-bromo-2-methyl-benzyloxy)-trimethylsilane (Intermediate 134, 550.0 mg, 2.01 mmol) in triethylamine (8 mL) was treated with copper(I)iodide (38.0 mg, 0.20 mmol) and then sparged with argon for 5 minutes. Trimethylsilyl acetylene (1.05 g, 10.6 mmols) was then added followed by dichlorobis(triphenylphosphine)palladium(II) (142.0 mg, 0.20 mmol). The resulting reaction mixture was heated to 70° C. for 5 days. The title compound (380.0 mg, 65%) was isolated by chromatogra... Starting materials: solid, Cl.Cl.Cl.O1CCC=2C1=C(N=CC2)N2CCN(CC2)CC[C@@H]2CC[C@H](CC2)N (trans-4-{2-[4-(2,3-dihydro-furo[2,3-c]pyridin-7-yl)-piperazin-1-yl]-ethyl}-cyclohexylamine trihydrochloride), Cl.Cl.Cl.O1CCC=2C1=C(N=CC2)N2CCN(CC2)CC[C@@H]2CC[C@H](CC2)N (trans-4-{2-[4-(2,3-dihydro-furo[2,3-c]pyridin-7-yl)-piperazin-1-yl]-ethyl}-cyclohexylamine trihydrochloride), O1CC(C1)CC(=O)OC (methyl 2-oxetan-3-yl-acetate). Product: O1CCC=2C1=C(N=CC2)N2CCN(CC2)CC[C@@H]2CC[C@H](CC2)NC(CC2COC2)=O (trans-N-(4-{2-[4-(2,3-Dihydro-furo[2,3-c]pyridin-7-yl)-piperazin-1-yl]-ethyl}-cyclohexyl)-2-oxetan-3-yl-acetamide). Reaction SMILES: Cl.Cl.Cl.[O:4]1[C:8]2=[C:9]([N:13]3[CH2:18][CH2:17][N:16]([CH2:19][CH2:20][C@H:21]4[CH2:26][CH2:25][C@H:24]([NH2:27])[CH2:23][CH2:22]4)[CH2:15][CH2:14]3)[N:10]=[CH:11][CH:12]=[C:7]2[CH2:6][CH2:5]1.[O:28]1[CH2:31][CH:30]([CH2:32][C:33](OC)=[O:34])[CH2:29]1>>[O:4]1[C:8]2=[C:9]([N:13]3[CH2:18][CH2:17][N:16]([CH2:19][CH2:20][C@H:21]4[CH2:26][CH2:25][C@H:24]([NH:27][C:33](=[O:34])[CH2:32][CH:30]5[CH2:31][O:28][CH2:29]5)[CH2:23][CH2:22]4)[CH2:15][CH2:14]3)[N:10]=[CH:11][CH:12]=[C:7]2[CH2:6][CH2:5]1 |f:0.1.2.3|. Procedure: The title compound, white solid (91 mg, 85%), MS (ISP) m/z=429.3 [(M+H)+], mp 175° C., was prepared in accordance with the general method of example 5 from trans-4-{2-[4-(2,3-dihydro-furo[2,3-c]pyridin-7-yl)-piperazin-1-yl]-ethyl}-cyclohexylamine trihydrochloride (intermediate B) (110 mg, 0.25 mmol) and methyl 2-oxetan-3-yl-acetate. The reactants are ClC1=CC=C(C=C1)O (4-chlorophenol), [H-].[Na+] (sodium hydride), BrC1=C(C#N)C=CC=C1 (2-bromobenzonitrile), C1COCCOCCOCCOCCOCCO1 (18-crown-6). The solvent is CN(C=O)C (N,N-dimethylformamide), CN(C=O)C (DMF), CN(C=O)C (DMF). Run at temperature 100 celsius, time 30 minute. Yields the product ClC1=CC=C(OC2=C(C#N)C=CC=C2)C=C1 (2-(4-chlorophenoxy)benzonitrile). Yield: 60.0%. RXN SMILES: [Cl:1][C:2]1[CH:7]=[CH:6][C:5]([OH:8])=[CH:4][CH:3]=1.[H-].[Na+].C1OCCOCCOCCOCCOCCOC1.Br[C:30]1[CH:37]=[CH:36][CH:35]=[CH:34][C:31]=1[C:32]#[N:33]>CN(C)C=O>[Cl:1][C:2]1[CH:7]=[CH:6][C:5]([O:8][C:30]2[CH:37]=[CH:36][CH:35]=[CH:34][C:31]=2[C:32]#[N:33])=[CH:4][CH:3]=1 |f:1.2|. Reported procedure: A solution of 51.4 g of 4-chlorophenol in 500 ml of dry N,N-dimethylformamide (DMF) was added to a suspension of 20 g of 60% sodium hydride in 800 ml of dry DMF under nitrogen. After 30 min at 25° C., 1 g of 18-crown-6 was added. After the addition of 73 g of 2-bromobenzonitrile in 500 ml of dry DMF, the mixture was heated at 100° C. for 16 h. After concentration in vacuo, 2 N sodium hydroxide and ethyl acetate were added. The organic layer was separated, washed with 2 N sodium hydroxide and wat... Reported procedure: To a N2 purged sealed tube, 2,4-dichloropyrimidine (1.0 g, 6.7 mmol, 1.2 eq.) and 2-aminopyridine (0.53 g, 5.6 mmol, 1.0 eq.) were added followed by 7 mL of anhydrous IPA. To the resulting suspension DIEA (0.98 mL, 5.6 mmol, 1.0 eq.) was added. The reaction was heated to 90-100° C. and stirred for 12 h. The reaction mixture was cooled to RT and the solvent was removed. The crude mixture was further purified by column chromatography (0-20% EtOAc in hexanes) providing pure (2-chloro-pyrimidin-4-yl... The product is ClC1=NC=CC(=N1)NC1=NC=CC=C1 ((2-chloro-pyrimidin-4-yl)-pyridin-2-yl-amine). As a reaction SMILES: [Cl:1][C:2]1[N:7]=[C:6](Cl)[CH:5]=[CH:4][N:3]=1.[NH2:9][C:10]1[CH:15]=[CH:14][CH:13]=[CH:12][N:11]=1.CCN(C(C)C)C(C)C>CC(O)C>[Cl:1][C:2]1[N:7]=[C:6]([NH:9][C:10]2[CH:15]=[CH:14][CH:13]=[CH:12][N:11]=2)[CH:5]=[CH:4][N:3]=1. Run in CC(C)O (IPA). Reaction conditions: temperature 95 celsius, time 12 hour. Reactants: ClC1=NC=CC(=N1)Cl (2,4-dichloropyrimidine), NC1=NC=CC=C1 (2-aminopyridine), CCN(C(C)C)C(C)C (DIEA).